This data is from the Open Reaction Database (ORD), a public repository of structured organic reaction records. The task is: describe an organic reaction: reactants, conditions, products, and yield As a reaction SMILES: [CH2:31]([O:32][CH2:33][CH2:34][CH2:35][CH3:36])[CH2:37][CH2:38][CH3:39].[Cl:40][CH2:41][Cl:42].[H-:15].[Na+:16].[O:17]1[CH:18]([O:23][CH2:24][CH2:25][O:26][CH2:27][CH2:28][Cl:29])[CH2:19][CH2:20][CH2:21][CH2:22]1.[OH2:30].[cH:1]1[cH:2][cH:3][cH:4][c:5]2[c:14]1[NH:13][c:12]1[c:7]([cH:8][cH:9][cH:10][cH:11]1)[S:6]2>>[cH:1]1[cH:2][cH:3][cH:4][c:5]2[c:14]1[N:13]([CH2:28][CH2:27][O:26][CH2:25][CH2:24][O:23][CH:18]1[O:17][CH2:22][CH2:21][CH2:20][CH2:19]1)[c:12]1[c:7]([cH:8][cH:9][cH:10][cH:11]1)[S:6]2. Starting materials: CCCCOCCCC, ClCCl, [H-], [Na+], ClCCOCCOC1CCCCO1, O, c1ccc2c(c1)Nc1ccccc1S2. Product: c1ccc2c(c1)Sc1ccccc1N2CCOCCOC1CCCCO1.